From a dataset of the Open Reaction Database (ORD), a public repository of structured organic reaction records. describe an organic reaction: reactants, conditions, products, and yield The reactants are BrC1=CC=C2C=CC(=NC2=C1)C (7-bromoquinaldine), C(=O)C=1C=C(OCCCC(=O)OCC)C=CC1 (ethyl 4-(3-formylphenoxy)butanoate). Run in C(C)(=O)OC(C)=O (acetic anhydride). Product: BrC1=CC=C2C=CC(=NC2=C1)C=CC=1C=C(OCCCC(=O)OCC)C=CC1 (ethyl 4-(3-(2-(7-bromoquinolin-2-yl)ethenyl)phenoxy)butyrate). Reaction SMILES: [Br:1][C:2]1[CH:11]=[C:10]2[C:5]([CH:6]=[CH:7][C:8]([CH3:12])=[N:9]2)=[CH:4][CH:3]=1.[CH:13]([C:15]1[CH:16]=[C:17]([CH:27]=[CH:28][CH:29]=1)[O:18][CH2:19][CH2:20][CH2:21][C:22]([O:24][CH2:25][CH3:26])=[O:23])=O>C(OC(=O)C)(=O)C>[Br:1][C:2]1[CH:11]=[C:10]2[C:5]([CH:6]=[CH:7][C:8]([CH:12]=[CH:13][C:15]3[CH:16]=[C:17]([CH:27]=[CH:28][CH:29]=3)[O:18][CH2:19][CH2:20][CH2:21][C:22]([O:24][CH2:25][CH3:26])=[O:23])=[N:9]2)=[CH:4][CH:3]=1. Reported procedure: A solution of 7-bromoquinaldine (22 g, 0.1M) and ethyl 4-(3-formylphenoxy)butanoate (20 g) in acetic anhydride (100 ml) was heated at 135° for 34 hours cooled and evaporated. Flash chromatography of the residue using 1:1 ether in hexane as eluant afforded crude adduct. Recrystallization from hexane ethyl acetate afforded the title compound: m.p. 92-93°.